From a dataset of the Open Reaction Database (ORD), a public repository of structured organic reaction records. describe an organic reaction: reactants, conditions, products, and yield The reactants are N(=O)[O-].[Na+] (sodium nitrite), salt-ice, Cl.C(C1=CC=CC=C1)OC1=CC=C(N)C=C1 (4-benzyloxyaniline hydrochloride). The solvent is O (water), Cl (hydrochloric acid). Reaction conditions: time 1 hour. The product is Cl.C1(=CC=CC=C1)COC1=CC=C(C=C1)NN ([4-(Phenylmethoxy)phenyl]hydrazine hydrochloride). Reaction SMILES: [N:1]([O-])=O.[Na+].[ClH:5].[CH2:6]([O:13][C:14]1[CH:20]=[CH:19][C:17]([NH2:18])=[CH:16][CH:15]=1)[C:7]1[CH:12]=[CH:11][CH:10]=[CH:9][CH:8]=1>O.Cl>[ClH:5].[C:7]1([CH2:6][O:13][C:14]2[CH:15]=[CH:16][C:17]([NH:18][NH2:1])=[CH:19][CH:20]=2)[CH:8]=[CH:9][CH:10]=[CH:11][CH:12]=1 |f:0.1,2.3,6.7|. Procedure details: A solution of sodium nitrite (16.1 g) in water was added dropwise over a period of ca 0.75 h to a cold (salt-ice bath) stirred suspension of 4-benzyloxyaniline hydrochloride (50 g) in concentrated hydrochloric acid (120 ml). The temperature was kept between -6° and -12° during the addition and stirring was continued for 1 h at the same temperature. The mixture was filtered (Hyflo) and the filtrate cooled to ca -18°. The solution of the diazonium salt was then added to a cold (-12°) stirred solut...